Dataset: the Open Reaction Database (ORD), a public repository of structured organic reaction records. Task: describe an organic reaction: reactants, conditions, products, and yield Starting materials: CC[O-].[Na+] (sodium ethylate), C(C)C(C(=O)[O-])(C(=O)[O-])CC (Diethylmalonate), ClC1=C(C=C(C=C1)I)[N+](=O)[O-] (2-chloro-5-iodonitrobenzene). Run in CN(C(C)=O)C (N,N-dimethylacetamide). Run at temperature 20 celsius, time 10 minute. Product: IC1=CC=C2CC(NC2=C1)=O (6-iodo-2-oxindole). Yield: 53.0%. Reaction SMILES: [CH3:1][CH2:2][O-:3].[Na+].C(C(CC)(C([O-])=O)C([O-])=O)C.Cl[C:17]1[CH:22]=[CH:21][C:20]([I:23])=[CH:19][C:18]=1[N+:24]([O-])=O>CN(C)C(=O)C>[I:23][C:20]1[CH:19]=[C:18]2[C:17]([CH2:1][C:2](=[O:3])[NH:24]2)=[CH:22][CH:21]=1 |f:0.1|. Reported procedure: To a jacketed reactor, N,N-dimethylacetamide (DMAc) (120 mL) and sodium ethylate (NaOEt) powder (12.1 g) is charged at 20° C. Diethylmalonate (28.8 g) is added dropwise into the above mixture while keeping internal temperature at around 10° C. After finishing addition, warm up the mixture to 20° C., and continue to stir for another 10 minutes. Then, 2-chloro-5-iodonitrobenzene (17 g) is added in one portion, and heat the mixture to 78° C. and stir for usually at least 2.5 hours until process mon... Reactants: ClC=1C=C(C=CC1OC)C1=NOC=C1C(=O)O (3-(3-chloro-4-methoxyphenyl)isoxazole-4-carboxylic acid), C(C)N(C(C)C)C(C)C (N-ethyl-N-isopropylpropan-2-amine), CN(C)C(=[N+](C)C)ON1C2=C(C=CC=C2)N=N1.[B-](F)(F)(F)F (TBTU), Cl.FC1=C(C=C(C=C1)C1(CNCC1)O)C (3-(4-fluoro-3-methylphenyl)pyrrolidin-3-ol hydrochloride). Run in CN(C)C=O (DMF). The product is ClC=1C=C(C=CC1OC)C1=NOC=C1C(=O)N1CC(CC1)(O)C1=CC(=C(C=C1)F)C (1-{[3-(3-chloro-4-methoxyphenyl)isoxazol-4-yl]carbonyl}-3-(4-fluoro-3-methylphenyl)pyrrolidin-3-ol). The yield is 40.6%. Reaction SMILES: [Cl:1][C:2]1[CH:3]=[C:4]([C:10]2[C:14]([C:15]([OH:17])=O)=[CH:13][O:12][N:11]=2)[CH:5]=[CH:6][C:7]=1[O:8][CH3:9].C(N(C(C)C)C(C)C)C.CN(C(ON1N=NC2C=CC=CC1=2)=[N+](C)C)C.[B-](F)(F)(F)F.Cl.[F:50][C:51]1[CH:56]=[CH:55][C:54]([C:57]2([OH:62])[CH2:61][CH2:60][NH:59][CH2:58]2)=[CH:53][C:52]=1[CH3:63]>CN(C=O)C>[Cl:1][C:2]1[CH:3]=[C:4]([C:10]2[C:14]([C:15]([N:59]3[CH2:60][CH2:61][C:57]([C:54]4[CH:55]=[CH:56][C:51]([F:50])=[C:52]([CH3:63])[CH:53]=4)([OH:62])[CH2:58]3)=[O:17])=[CH:13][O:12][N:11]=2)[CH:5]=[CH:6][C:7]=1[O:8][CH3:9] |f:2.3,4.5|. Reported procedure: A solution of 3-(3-chloro-4-methoxyphenyl)isoxazole-4-carboxylic acid (10 mg, 0.04 mmol), N-ethyl-N-isopropylpropan-2-amine (14 μL, 0.08 mmol, 2 equ.) and TBTU (15 mg, 0.046 mmol, 1.2 equ.) in DMF (0.3 mL) was added to 3-(4-fluoro-3-methylphenyl)pyrrolidin-3-ol hydrochloride (9 mg, 0.04 mmol). After 1 h at rt the crude product was purified by RP-HPLC, evaporated and dried in vacuum to yield the title compound (7 mg). MS (ESI, pos. ion) m/z: calcd for C22H20ClFN2O4: 430.1096, found 430.1094.